This data is from the Open Reaction Database (ORD), a public repository of structured organic reaction records. The task is: describe an organic reaction: reactants, conditions, products, and yield Reactants: CCNc1cc(OC)ccc1C1CCc2cc(O)ccc2C1, CC(C)(C)C(=O)N1CCSC1=S, [Cl-], [H-], [NH4+], [Na+], C1CCOC1. Product: CCNc1cc(OC)ccc1C1CCc2cc(OC(=O)C(C)(C)C)ccc2C1. Reaction SMILES: [CH2:1]([CH3:2])[NH:3][c:4]1[c:5]([CH:12]2[CH2:13][c:14]3[cH:15][cH:16][c:17]([OH:22])[cH:18][c:19]3[CH2:20][CH2:21]2)[cH:6][cH:7][c:8]([O:10][CH3:11])[cH:9]1.[CH3:25][C:26]([C:27](=[O:28])[N:29]1[CH2:30][CH2:31][S:32][C:33]1=[S:34])([CH3:35])[CH3:36].[Cl-:37].[H-:23].[NH4+:38].[Na+:24].[O:39]1[CH2:40][CH2:41][CH2:42][CH2:43]1>>[CH2:1]([CH3:2])[NH:3][c:4]1[c:5]([CH:12]2[CH2:13][c:14]3[cH:15][cH:16][c:17]([O:22][C:27]([C:26]([CH3:25])([CH3:35])[CH3:36])=[O:28])[cH:18][c:19]3[CH2:20][CH2:21]2)[cH:6][cH:7][c:8]([O:10][CH3:11])[cH:9]1. Reactants: halobenzenes, IC1=CC=C(C=C1)C(F)(F)F (1-iodo-4-trifluoromethyl-benzene), C(CC#C)O (but-3-yn-1-ol), alkynes, phenylacetylenes, C(CC#C)O (but-3-yn-1-ol). The reagents and catalysts are C=1C=CC(=CC1)[P](C=2C=CC=CC2)(C=3C=CC=CC3)[Pd]([P](C=4C=CC=CC4)(C=5C=CC=CC5)C=6C=CC=CC6)([P](C=7C=CC=CC7)(C=8C=CC=CC8)C=9C=CC=CC9)[P](C=1C=CC=CC1)(C=1C=CC=CC1)C=1C=CC=CC1 (Pd(PPh3)4), [Cu]I (CuI). The solvent is N1CCCCC1 (piperidine). Conditions: temperature 50 celsius, time 10 minute. Yields the product FC(C1=CC=C(C=C1)C#CCCO)(F)F (4-(4-Trifluoromethyl-phenyl)-but-3-yn-1-ol). The yield is 93.7%. As a reaction SMILES: I[C:2]1[CH:7]=[CH:6][C:5]([C:8]([F:11])([F:10])[F:9])=[CH:4][CH:3]=1.[CH2:12]([OH:16])[CH2:13][C:14]#[CH:15]>N1CCCCC1.C1C=CC([P]([Pd]([P](C2C=CC=CC=2)(C2C=CC=CC=2)C2C=CC=CC=2)([P](C2C=CC=CC=2)(C2C=CC=CC=2)C2C=CC=CC=2)[P](C2C=CC=CC=2)(C2C=CC=CC=2)C2C=CC=CC=2)(C2C=CC=CC=2)C2C=CC=CC=2)=CC=1.[Cu]I>[F:9][C:8]([F:11])([F:10])[C:5]1[CH:6]=[CH:7][C:2]([C:15]#[C:14][CH2:13][CH2:12][OH:16])=[CH:3][CH:4]=1 |^1:26,28,47,66|. Procedure: The synthesis was performed following a procedure of Stara, Irena G.; Stary, Ivo; Kollarovic, Adrian; Teply, Filip; Saman, David; Fiedler, Pavel, Coupling reactions of halobenzenes with alkynes. The synthesis of phenylacetylenes and symmetrical or unsymmetrical 1,2-diphenylacetylenes, Collect. Czech. Chem. Commun. (1999), 64(4), 649-672. To a degassed (argon) solution of 5.0 g (17.83 mmol) 1-iodo-4-trifluoromethyl-benzene in 65 ml piperidine was added 1.03 g (0.89 mmol) Pd(PPh3)4 and 0.17 g (0.8... Reactants: CCOc1ccccc1OCC1(O)CCN(Cc2ccccc2)CC1, CI, CC(C)=O. Product: CCOc1ccccc1OCC1(O)CC[N+](C)(Cc2ccccc2)CC1, [I-]. As a reaction SMILES: [CH2:1]([CH3:2])[O:3][c:4]1[c:5]([O:6][CH2:7][C:8]2([OH:21])[CH2:9][CH2:10][N:11]([CH2:14][c:15]3[cH:16][cH:17][cH:18][cH:19][cH:20]3)[CH2:12][CH2:13]2)[cH:22][cH:23][cH:24][cH:25]1.[CH3:26][I:27].[CH3:28][C:29](=[O:30])[CH3:31]>>[CH2:1]([CH3:2])[O:3][c:4]1[c:5]([O:6][CH2:7][C:8]2([OH:21])[CH2:9][CH2:10][N+:11]([CH2:14][c:15]3[cH:16][cH:17][cH:18][cH:19][cH:20]3)([CH3:26])[CH2:12][CH2:13]2)[cH:22][cH:23][cH:24][cH:25]1.[I-:27].